From a dataset of the Open Reaction Database (ORD), a public repository of structured organic reaction records. describe an organic reaction: reactants, conditions, products, and yield Starting materials: ClC1=CC=C(C=2C(=C(C(=NC12)C)CC1=CC=C(C=C1)Cl)C)O (8-chloro-3-(4-chlorobenzyl)-2,4-dimethylquinolin-5-ol), C([O-])([O-])=O.[K+].[K+] (potassium carbonate), COC(CBr)=O (bromoacetic acid methyl ester). Solvent: CN(C=O)C (N,N-dimethylformamide). Run at time 17 hour. Product: COC(COC1=C2C(=C(C(=NC2=C(C=C1)Cl)C)CC1=CC=C(C=C1)Cl)C)=O ([8-chloro-3-(4-chlorobenzyl)-2,4-dimethylquinolin-5-yloxy]acetic Acid Methyl Ester). Reaction SMILES: [Cl:1][C:2]1[C:11]2[N:10]=[C:9]([CH3:12])[C:8]([CH2:13][C:14]3[CH:19]=[CH:18][C:17]([Cl:20])=[CH:16][CH:15]=3)=[C:7]([CH3:21])[C:6]=2[C:5]([OH:22])=[CH:4][CH:3]=1.C(=O)([O-])[O-].[K+].[K+].[CH3:29][O:30][C:31](=[O:34])[CH2:32]Br>CN(C)C=O>[CH3:29][O:30][C:31](=[O:34])[CH2:32][O:22][C:5]1[CH:4]=[CH:3][C:2]([Cl:1])=[C:11]2[C:6]=1[C:7]([CH3:21])=[C:8]([CH2:13][C:14]1[CH:19]=[CH:18][C:17]([Cl:20])=[CH:16][CH:15]=1)[C:9]([CH3:12])=[N:10]2 |f:1.2.3|. Reported procedure: A mixture of 8-chloro-3-(4-chlorobenzyl)-2,4-dimethylquinolin-5-ol (0.23 g), N,N-dimethylformamide (5.0 mL), potassium carbonate (0.11 g) and bromoacetic acid methyl ester (0.075 mL) was stirred at room temperature for 17 hours. The mixture was concentrated under reduced pressure and the residue diluted with ethyl acetate and this mixture was washed with saturated aqueous sodium chloride solution and then dried over magnesium sulfate. The solvent was removed under reduced pressure and purificati...